From a dataset of the Open Reaction Database (ORD), a public repository of structured organic reaction records. describe an organic reaction: reactants, conditions, products, and yield The reactants are ClC=1C=C2CC(NC2=CC1)=O (5-chlorooxindole), C(=O)C1=CC=C(O1)B(O)O (5-formylfuran-2-boronic acid), N1CCCCC1 (piperidine). The solvent is CCO (EtOH). Product: ClC=1C=C2C(C(NC2=CC1)=O)=CC1=CC=C(O1)B(O)O (5-((5-chloro-2-oxoindolin-3-ylidene)methyl)furan-2-ylboronic acid). The yield is 20.4%. As a reaction SMILES: [Cl:1][C:2]1[CH:3]=[C:4]2[C:8](=[CH:9][CH:10]=1)[NH:7][C:6](=[O:11])[CH2:5]2.[CH:12]([C:14]1[O:18][C:17]([B:19]([OH:21])[OH:20])=[CH:16][CH:15]=1)=O.N1CCCCC1>CCO>[Cl:1][C:2]1[CH:3]=[C:4]2[C:8](=[CH:9][CH:10]=1)[NH:7][C:6](=[O:11])[C:5]2=[CH:12][C:14]1[O:18][C:17]([B:19]([OH:21])[OH:20])=[CH:16][CH:15]=1. Procedure details: A solution of 5-chlorooxindole (999 mg, 5.98 mmol), 5-formylfuran-2-boronic acid (832 mg, 5.98 mmol) and piperidine (0.59 mL, 5.98 mmol) in EtOH (5.0 mL) was stirred at rt 90 min. The resulting precipitate was collected by filtration to yield the desired compound (354 mg). LCMS (ES): m/z 290 [M+1]+. Starting materials: C(=O)(OC(C)(C)C)N[C@@H](CC1=CC=CC=C1)[C@@H]1C[C@H](C(O1)=O)CC1=CC(=C(C(=C1)OC)OC)OC (5(S)-[1(S)-(Boc-amino)-2-phenylethyl]-3(R)-[(3,4,5-trimethoxyphenyl)methyl]dihydrofuran-2-(3H)-one), [OH-].[Li+] (lithium hydroxide). Run in O (water), C(OC)COC (dimethoxyethane). Yields the product C(=O)(OC(C)(C)C)N[C@H]([C@H](C[C@H](C(=O)O)CC1=CC(=C(C(=C1)OC)OC)OC)O)CC1=CC=CC=C1 (5(S)-(Boc-Amino)-4(S)hydroxy-6-phenyl-2(R)-[(3,4,5-trimethoxyphenyl)-methyl]hexanoic acid). As a reaction SMILES: [C:1]([NH:8][C@H:9]([C@H:17]1[O:21][C:20](=[O:22])[C@H:19]([CH2:23][C:24]2[CH:29]=[C:28]([O:30][CH3:31])[C:27]([O:32][CH3:33])=[C:26]([O:34][CH3:35])[CH:25]=2)[CH2:18]1)[CH2:10][C:11]1[CH:16]=[CH:15][CH:14]=[CH:13][CH:12]=1)([O:3][C:4]([CH3:7])([CH3:6])[CH3:5])=[O:2].[OH-:36].[Li+]>C(COC)OC.O>[C:1]([NH:8][C@@H:9]([CH2:10][C:11]1[CH:12]=[CH:13][CH:14]=[CH:15][CH:16]=1)[C@@H:17]([OH:36])[CH2:18][C@@H:19]([CH2:23][C:24]1[CH:29]=[C:28]([O:30][CH3:31])[C:27]([O:32][CH3:33])=[C:26]([O:34][CH3:35])[CH:25]=1)[C:20]([OH:21])=[O:22])([O:3][C:4]([CH3:5])([CH3:7])[CH3:6])=[O:2] |f:1.2|. Procedure details: In analogy with Example 44d), 1.097 g of 5(S)-[1(S)-(Boc-amino)-2-phenylethyl]-3(R)-[(3,4,5-trimethoxyphenyl)methyl]dihydrofuran-2-(3H)-one in 36.48 ml of dimethoxyethane and 18.39 ml of water are hydrolysed with 9.03 ml of 1M lithium hydroxide solution to give the title compound, which is subjected, without purification, to further processing. The reactants are FC=1C=CC2=C(N(C(=N2)[C@H](COC)N)C2=NC=CC=C2)C1 ((R)-1-(6-fluoro-1-pyridin-2-yl-1H-benzoimidazol-2-yl)-2-methoxyethylamine), NC1=NC=NC(=C1C#N)Cl (4-amino-6-chloropyrimidine-5-carbonitrile), CCN(C(C)C)C(C)C (DIPEA). Solvent: CC(C)O (IPA). Conditions: temperature 90 celsius. Product: NC1=NC=NC(=C1C#N)N[C@@H](COC)C1=NC2=C(N1C1=NC=CC=C1)C=C(C=C2)F (4-Amino-6-[(R)-1-(6-fluoro-1-pyridin-2-yl-1H-benzoimidazol-2-yl)-2-methoxy-ethylamino]-pyrimidine-5-carbonitrile). Isolated yield 80.4%. As a reaction SMILES: [F:1][C:2]1[CH:3]=[CH:4][C:5]2[N:9]=[C:8]([C@@H:10]([NH2:14])[CH2:11][O:12][CH3:13])[N:7]([C:15]3[CH:20]=[CH:19][CH:18]=[CH:17][N:16]=3)[C:6]=2[CH:21]=1.[NH2:22][C:23]1[C:28]([C:29]#[N:30])=[C:27](Cl)[N:26]=[CH:25][N:24]=1.CCN(C(C)C)C(C)C>CC(O)C>[NH2:22][C:23]1[C:28]([C:29]#[N:30])=[C:27]([NH:14][C@H:10]([C:8]2[N:7]([C:15]3[CH:20]=[CH:19][CH:18]=[CH:17][N:16]=3)[C:6]3[CH:21]=[C:2]([F:1])[CH:3]=[CH:4][C:5]=3[N:9]=2)[CH2:11][O:12][CH3:13])[N:26]=[CH:25][N:24]=1. Procedure: A mixture of (R)-1-(6-fluoro-1-pyridin-2-yl-1H-benzoimidazol-2-yl)-2-methoxyethylamine (69 mg, 0.24 mmol), 4-amino-6-chloropyrimidine-5-carbonitrile (37 mg, 0.24 mmol) and DIPEA (0.21 mL, 1.2 mmol) in IPA (1 mL) was heated for 16 h at 90° C. After cooling to RT, the volatiles were removed under reduced pressure and the resulting residue was loaded onto an Isolute® SCX-2 cartridge. The cartridge was washed with MeOH followed by 2M NH3/MeOH. The basic fractions were combined, concentrated in vacuo... The reactants are 1.9C, compound B, C(C)(=O)C=1C=C2C3=C(N(C2=CC1)C)N(C(C(=C3)C3=CC=C(C=C3)Br)=O)C (6-acetyl-3-(4-bromophenyl)-1,9-dimethyl-1,9-dihydropyrido[2,3-b]indol-2-one), CC(C)(C)OC(N(C)C)N(C)C (Bredereck's reagent). Yields the product BrC1=CC=C(C=C1)C1=CC2=C(N(C3=CC=C(C=C23)C(C=CN(C)C)=O)C)N(C1=O)C (3-(4-bromophenyl)-6-(3-dimethylaminoacryloyl)-1,9-dimethyl-1,9-dihydropyrido[2,3-b]indol-2-one). As a reaction SMILES: [C:1]([C:4]1[CH:5]=[C:6]2[C:10](=[CH:11][CH:12]=1)[N:9]([CH3:13])[C:8]1[N:14]([CH3:26])[C:15](=[O:25])[C:16]([C:18]3[CH:23]=[CH:22][C:21]([Br:24])=[CH:20][CH:19]=3)=[CH:17][C:7]2=1)(=[O:3])[CH3:2].CC(O[CH:32](N(C)C)[N:33]([CH3:35])[CH3:34])(C)C>>[Br:24][C:21]1[CH:20]=[CH:19][C:18]([C:16]2[C:15](=[O:25])[N:14]([CH3:26])[C:8]3[N:9]([CH3:13])[C:10]4[C:6]([C:7]=3[CH:17]=2)=[CH:5][C:4]([C:1](=[O:3])[CH:2]=[CH:32][N:33]([CH3:35])[CH3:34])=[CH:12][CH:11]=4)=[CH:23][CH:22]=1. Procedure: The process is carried out as indicated in preparation 1.9C above with compound B 6-acetyl-3-(4-bromophenyl)-1,9-dimethyl-1,9-dihydropyrido[2,3-b]indol-2-one and Bredereck's reagent.